The task is: describe an organic reaction: reactants, conditions, products, and yield. This data is from the Open Reaction Database (ORD), a public repository of structured organic reaction records. Starting materials: F[C@@H]1CO[C@@H](CC[C@H]1NC(OC(C)(C)C)=O)C1=C(C=NN1C)[N+](=O)[O-] (tert-butyl ((3S,4R,7S)-3-fluoro-7-(1-methyl-4-nitro-1H-pyrazol-5-yl)oxepan-4-yl)carbamate), F[C@@H]1CO[C@@H](CC[C@H]1NC(OC(C)(C)C)=O)C1=C(C=NN1C)[N+](=O)[O-] (tert-butyl ((3S,4R,7S)-3-fluoro-7-(1-methyl-4-nitro-1H-pyrazol-5-yl)oxepan-4-yl)carbamate), FC1=C(C(=CC(=C1)C(C)(C)O)F)C1=C(C=CC(=N1)C(=O)O)F (6-(2,6-difluoro-4-(2-hydroxypropan-2-yl)phenyl)-5-fluoropicolinic acid). The product is N[C@@H]1CC[C@H](OC[C@H]1F)C1=C(C=NN1C)NC(C1=NC(=C(C=C1)F)C1=C(C=C(C=C1F)C(C)(C)O)F)=O (N-(5-((2S,5R,6S)-5-amino-6-fluorooxepan-2-yl)-1-methyl-1H-pyrazol-4-yl)-6-(2,6-difluoro-4-(2-hydroxypropan-2-yl)phenyl)-5-fluoropicolinamide). As a reaction SMILES: [F:1][C@H:2]1[C@H:8]([NH:9]C(=O)OC(C)(C)C)[CH2:7][CH2:6][C@@H:5]([C:17]2[N:21]([CH3:22])[N:20]=[CH:19][C:18]=2[N+:23]([O-])=O)[O:4][CH2:3]1.[F:26][C:27]1[CH:32]=[C:31]([C:33]([OH:36])([CH3:35])[CH3:34])[CH:30]=[C:29]([F:37])[C:28]=1[C:38]1[N:43]=[C:42]([C:44](O)=[O:45])[CH:41]=[CH:40][C:39]=1[F:47]>>[NH2:9][C@H:8]1[C@H:2]([F:1])[CH2:3][O:4][C@H:5]([C:17]2[N:21]([CH3:22])[N:20]=[CH:19][C:18]=2[NH:23][C:44](=[O:45])[C:42]2[CH:41]=[CH:40][C:39]([F:47])=[C:38]([C:28]3[C:29]([F:37])=[CH:30][C:31]([C:33]([OH:36])([CH3:35])[CH3:34])=[CH:32][C:27]=3[F:26])[N:43]=2)[CH2:6][CH2:7]1. Procedure details: Following the procedure for Example 111 starting from tert-butyl ((3S,4R,7S)-3-fluoro-7-(1-methyl-4-nitro-1H-pyrazol-5-yl)oxepan-4-yl)carbamate (Intermediate 80), and replacing 5-((tert-butoxycarbonyl)amino)-2-(2,6-difluorophenyl)thiazole-4-carboxylic acid with 6-(2,6-difluoro-4-(2-hydroxypropan-2-yl)phenyl)-5-fluoropicolinic acid (see US2012/225062) gave 200. 1H NMR (400 MHz, DMSO-d6) δ 10.20 (s, 1H), 8.28 (dd, J=8.7, 4.0 Hz, 1H), 8.14 (t, J=8.9 Hz, 1H), 7.89 (s, 1H), 7.34 (d, J=9.8 Hz, 2H), 5....